This data is from the Open Reaction Database (ORD), a public repository of structured organic reaction records. The task is: describe an organic reaction: reactants, conditions, products, and yield Reactants: ClC1=CC=C(C=C1)C1NC(C=2N(N=C(C21)C)C2CCC2)=O (4-(4-chlorophenyl)-1-cyclobutyl-3-methyl-4,5-dihydropyrrolo[3,4-c]pyrazol-6(1H)-one), IC=1C=C(C(N(C1)C)=O)C (5-iodo-1,3-dimethylpyridin-2(1H)-one). The product is ClC1=CC=C(C=C1)C1N(C(C=2N(N=C(C21)C)C2CCC2)=O)C2=CN(C(C(=C2)C)=O)C (4-(4-chlorophenyl)-1-cyclobutyl-5-(1,5-dimethyl-6-oxo-1,6-dihydropyridin-3-yl)-3-methyl-4,5-dihydropyrrolo[3,4-c]pyrazol-6(1H)-one). RXN SMILES: [Cl:1][C:2]1[CH:7]=[CH:6][C:5]([CH:8]2[C:15]3[C:14]([CH3:16])=[N:13][N:12]([CH:17]4[CH2:20][CH2:19][CH2:18]4)[C:11]=3[C:10](=[O:21])[NH:9]2)=[CH:4][CH:3]=1.I[C:23]1[CH:24]=[C:25]([CH3:31])[C:26](=[O:30])[N:27]([CH3:29])[CH:28]=1>>[Cl:1][C:2]1[CH:7]=[CH:6][C:5]([CH:8]2[C:15]3[C:14]([CH3:16])=[N:13][N:12]([CH:17]4[CH2:20][CH2:19][CH2:18]4)[C:11]=3[C:10](=[O:21])[N:9]2[C:23]2[CH:24]=[C:25]([CH3:31])[C:26](=[O:30])[N:27]([CH3:29])[CH:28]=2)=[CH:4][CH:3]=1. Procedure details: The title compound was prepared in analogy to the procedure described in Example 23 using 4-(4-chlorophenyl)-1-cyclobutyl-3-methyl-4,5-dihydropyrrolo[3,4-c]pyrazol-6(1H)-one (Step 94.1) and 5-iodo-1,3-dimethylpyridin-2(1H)-one (Step 23.2) 16 hr at 100° C. The crude material was purified by silica gel column chromatography (CH2Cl2/MeOH 0.5-2%) followed by trituration in hexane/Et2O (3:1). tR: 4.74 min (HPLC 1); tR: 1.08 min (LC-MS 2); ESI-MS: 423 [M+H]+ (LC-MS 2); Rf=0.50 (CH2Cl2/MeOH 9:1); 1H NM... The reactants are FC1=C(C=C(C(=C1)F)O)N1C=C(C(C2=CC(=C(C(=C12)C)F)F)=O)C(=O)O (1-(2,4-Difluoro-5-hydroxyphenyl)-6,7-difluoro-8-methyl-4-oxo-1,4-dihydroquinoline-3-carboxylic acid), CN (methylamine). Yields the product FC1=C(C=C(C(=C1)F)O)N1C=C(C(C2=CC(=C(C(=C12)C)NC)F)=O)C(=O)O (1-(2,4-Difluoro-5-hydroxyphenyl)-6-fluoro-8-methyl-7-methylamino-4-oxo-1,4-dihydroquinoline-3-carboxylic Acid). Yield: 95.5%. Reaction SMILES: [F:1][C:2]1[CH:7]=[C:6]([F:8])[C:5]([OH:9])=[CH:4][C:3]=1[N:10]1[C:19]2[C:14](=[CH:15][C:16]([F:22])=[C:17](F)[C:18]=2[CH3:20])[C:13](=[O:23])[C:12]([C:24]([OH:26])=[O:25])=[CH:11]1.[CH3:27][NH2:28]>>[F:1][C:2]1[CH:7]=[C:6]([F:8])[C:5]([OH:9])=[CH:4][C:3]=1[N:10]1[C:19]2[C:14](=[CH:15][C:16]([F:22])=[C:17]([NH:28][CH3:27])[C:18]=2[CH3:20])[C:13](=[O:23])[C:12]([C:24]([OH:26])=[O:25])=[CH:11]1. Procedure details: 1-(2,4-Difluoro-5-hydroxyphenyl)-6,7-difluoro-8-methyl-4-oxo-1,4-dihydroquinoline-3-carboxylic acid (300 mg) was added to an aqueous solution (about 40%; 3.0 g) of methylamine to conduct a reaction at 75° C. for 4 days. The reaction mixture was concentrated under reduced pressure. A process of adding ethanol (4 ml) to the residue and then concentrating the mixture under reduced pressure was conducted twice repeatedly. Ethanol (2 ml) was added to the resultant residue. Deposits were collected by ... Starting materials: CC(=O)O, CCCN(CC(O)CO)C(=O)NCCCl, O=N[O-], [Na+]. Product: CCCN(CC(O)CO)C(=O)N(CCCl)N=O. As a reaction SMILES: [CH3:20][C:21](=[O:22])[OH:23].[Cl:1][CH2:2][CH2:3][NH:4][C:5](=[O:6])[N:7]([CH2:8][CH:9]([CH2:10][OH:11])[OH:12])[CH2:13][CH2:14][CH3:15].[N:16](=[O:17])[O-:18].[Na+:19]>>[Cl:1][CH2:2][CH2:3][N:4]([C:5](=[O:6])[N:7]([CH2:8][CH:9]([CH2:10][OH:11])[OH:12])[CH2:13][CH2:14][CH3:15])[N:16]=[O:17].